From a dataset of the Open Reaction Database (ORD), a public repository of structured organic reaction records. describe an organic reaction: reactants, conditions, products, and yield Starting materials: NC=1N=C2N(C=C(C=C2)C(N(OC)C)=O)C1C1=CC=CC=C1 (2-amino-3-phenyl-6-(N-methyl-N-methoxycarbamoyl)imidazo[1,2-a]pyridine), BrC1=CC=C(C=C1)F (1-bromo-4-fluorobenzene). Product: NC=1N=C2N(C=C(C=C2)C(C2=CC=C(C=C2)F)=O)C1C1=CC=CC=C1 (2-Amino-3-phenyl-6-(4-fluorobenzoyl)-imidazo[1,2-a]pyridine). RXN SMILES: [NH2:1][C:2]1[N:3]=[C:4]2[CH:9]=[CH:8][C:7]([C:10](=[O:15])N(C)OC)=[CH:6][N:5]2[C:16]=1[C:17]1[CH:22]=[CH:21][CH:20]=[CH:19][CH:18]=1.Br[C:24]1[CH:29]=[CH:28][C:27]([F:30])=[CH:26][CH:25]=1>>[NH2:1][C:2]1[N:3]=[C:4]2[CH:9]=[CH:8][C:7]([C:10](=[O:15])[C:24]3[CH:29]=[CH:28][C:27]([F:30])=[CH:26][CH:25]=3)=[CH:6][N:5]2[C:16]=1[C:17]1[CH:18]=[CH:19][CH:20]=[CH:21][CH:22]=1. Procedure details: The 2-amino-3-phenyl-6-(N-methyl-N-methoxycarbamoyl)imidazo[1,2-a]pyridine (584 mg, 1.97 mmol) and 1-bromo-4-fluorobenzene were converted to product in a manner substantially analogous to Example 141 to yield 205 mg. (52%). NMR (200 MHz, CDCl3) d 4.31 (bs, 2H, NH), 7.15 (m, 2H, F—ArH ), 7.25-7.56 (m, 7H, ArH+H7+H8), 7.78 (m, 2H, F—ArH), 8.69 (s, H5). Reactants: COP(C)(=O)OC, CC(=O)O, CCOCC, CCOC(=O)CCC1CCCC1, [Li]CCCC, C1CCOC1. The product is COP(=O)(CC(=O)CCC1CCCC1)OC. Reaction SMILES: [CH3:1][P:2]([O:3][CH3:4])([O:5][CH3:6])=[O:7].[CH3:25][C:26](=[O:27])[OH:28].[CH3:34][CH2:35][O:36][CH2:37][CH3:38].[CH:13]1([CH2:18][CH2:19][C:20](=[O:21])[O:22][CH2:23][CH3:24])[CH2:14][CH2:15][CH2:16][CH2:17]1.[Li:8][CH2:9][CH2:10][CH2:11][CH3:12].[O:29]1[CH2:30][CH2:31][CH2:32][CH2:33]1>>[CH2:1]([P:2]([O:3][CH3:4])([O:5][CH3:6])=[O:7])[C:20]([CH2:19][CH2:18][CH:13]1[CH2:14][CH2:15][CH2:16][CH2:17]1)=[O:21]. Product: ClC1=C(C(=O)OC)C=C(C=C1N)Cl (methyl 2,5-dichloro-3-aminobenzoate). Reactants: CCCCCC (hexane), C[Si](C)(C)C=[N+]=[N-] (trimethylsilyldiazomethane), ClC1=C(C(=O)O)C=C(C=C1N)Cl (2,5-Dichloro-3-aminobenzoic acid). Reaction conditions: time 1.5 hour. Procedure: 206 mg (1.0 mmol) of 2,5-Dichloro-3-aminobenzoic acid was dissolved in 4 mL of acetone. 0.7 mL (1.4 mmol) of A hexane solution of 2.0M trimethylsilyldiazomethane was added thereto and stirred at room temperature for 1.5 hours. A solvent was removed to obtain methyl 2,5-dichloro-3-aminobenzoate. As a reaction SMILES: [Cl:1][C:2]1[C:10]([NH2:11])=[CH:9][C:8]([Cl:12])=[CH:7][C:3]=1[C:4]([OH:6])=[O:5].[CH3:13]CCCCC.C[Si](C=[N+]=[N-])(C)C>CC(C)=O>[Cl:1][C:2]1[C:10]([NH2:11])=[CH:9][C:8]([Cl:12])=[CH:7][C:3]=1[C:4]([O:6][CH3:13])=[O:5]. The solvent is CC(=O)C (acetone).